From a dataset of the Open Reaction Database (ORD), a public repository of structured organic reaction records. describe an organic reaction: reactants, conditions, products, and yield Starting materials: Cl\C=C\C(C(CC1=CC=CC=C1)(C)C)=O (1-chloro-4,4-dimethyl-5-phenyl-trans-1-penten-3-one), [I-].[Na+] (sodium iodide). Solvent: CC(=O)C (acetone). The product is I\C=C\C(C(CC1=CC=CC=C1)(C)C)=O (1-Iodo-4,4-Dimethyl-5-Phenyl-trans-1-Penten-3-One). As a reaction SMILES: Cl/[CH:2]=[CH:3]/[C:4](=[O:15])[C:5]([CH3:14])([CH3:13])[CH2:6][C:7]1[CH:12]=[CH:11][CH:10]=[CH:9][CH:8]=1.[I-:16].[Na+]>CC(C)=O>[I:16]/[CH:2]=[CH:3]/[C:4](=[O:15])[C:5]([CH3:14])([CH3:13])[CH2:6][C:7]1[CH:12]=[CH:11][CH:10]=[CH:9][CH:8]=1 |f:1.2|. Procedure details: A solution of 5.7 g. of 1-chloro-4,4-dimethyl-5-phenyl-trans-1-penten-3-one in 30 ml. of dry acetone was treated with 4.3 g. of sodium iodide and refluxed under nitrogen for 20 hours. The mixture was cooled, filtered and evaporated. The residue was dissolved in ether, washed with water and dried with magnesium sulfate. Evaporation of the solvent gave 7.6 g. of the title product as an oil, λmaxfilm 3.5, 5.91, 6.4, 6.68, 6.80, 7.7, 9.3, 9.56, 10.0, 10.58, 13.4 and 14.2 μ. The yield is 180.7%. Conditions: time 30 minute. The product is OC=1C(C=NN(C1)C1=CC(=CC=C1)C(F)(F)F)=O (5-hydroxy-1-[3-(trifluoromethyl)phenyl]pyridazin-4(1H)-one). RXN SMILES: [I-].[Na+].Cl[Si](C)(C)C.C[O:9][C:10]1[C:11](=[O:26])[CH:12]=[N:13][N:14]([C:16]2[CH:21]=[CH:20][CH:19]=[C:18]([C:22]([F:25])([F:24])[F:23])[CH:17]=2)[CH:15]=1>C(#N)C.O>[OH:9][C:10]1[C:11](=[O:26])[CH:12]=[N:13][N:14]([C:16]2[CH:21]=[CH:20][CH:19]=[C:18]([C:22]([F:25])([F:23])[F:24])[CH:17]=2)[CH:15]=1 |f:0.1|. The reactants are [I-].[Na+] (sodium iodide), Cl[Si](C)(C)C (chlorotrimethylsilane), COC=1C(C=NN(C1)C1=CC(=CC=C1)C(F)(F)F)=O (5-methoxy-1-[3-(trifluoromethyl)phenyl]pyridazin-4(1H)-one). Run in C(C)#N (acetonitrile), C(C)#N (acetonitrile), O (water). Procedure: To a solution of sodium iodide (0.513 g) in acetonitrile (4 mL) was added chlorotrimethylsilane (0.434 mL) at room temperature. The reaction mixture was stirred at room temperature for 30 min, a solution of 5-methoxy-1-[3-(trifluoromethyl)phenyl]pyridazin-4(1H)-one (0.185 g) in acetonitrile (6 mL) was added at room temperature. The reaction mixture was heated under reflux for 3 hr, cooled to room temperature, diluted with water, extracted with ethyl acetate, washed with saturated brine, dried ov... Reactants: FC1=C(C=C(C=O)C=C1)Cl (4-Fluoro-3-chlorobenzaldehyde), BrC=1C=C2C=CN=CC2=CC1 (6-Bromo-isoquinoline). Product: FC=1C=C2C=CN=CC2=CC1Cl (6-Fluoro-7-chloro-isoquinoline). Reaction SMILES: [F:1][C:2]1[CH:9]=[CH:8][C:5]([CH:6]=O)=[CH:4][C:3]=1[Cl:10].BrC1C=C2C(=CC=1)C=[N:17][CH:16]=[CH:15]2>>[F:1][C:2]1[CH:9]=[C:8]2[C:5](=[CH:4][C:3]=1[Cl:10])[CH:6]=[N:17][CH:16]=[CH:15]2. Procedure: Starting from 4-Fluoro-3-chlorobenzaldehyde, the title compound was synthesized by the protocol described for 6-Bromo-isoquinoline (3). Rt=0.77 min (Method A). Detected mass: 182.1/184.1 (M+H+). Reactants: NC1=NC2=C(NC1=O)N=CC=C2OC2=CC=C(C1=CC=CC=C21)N (2-amino-8-(4-aminonaphthalen-1-yloxy)pyrido[2,3-b]pyrazin-3(4H)-one), FC1=C(C=C(C=C1)C(F)(F)F)N=C=O (1-fluoro-2-isocyanato-4-(trifluoromethyl)benzene). The product is NC1=NC2=C(NC1=O)N=CC=C2OC2=CC=C(C1=CC=CC=C21)NC(=O)NC2=C(C=CC(=C2)C(F)(F)F)F (1-(4-(2-amino-3-oxo-3,4-dihydropyrido[2,3-b]pyrazin-8-yloxy)naphthalen-1-yl)-3-(2-fluoro-5-(trifluoromethyl)phenyl)urea), solid. The yield is 89.0%. As a reaction SMILES: [NH2:1][C:2]1[C:7](=[O:8])[NH:6][C:5]2[N:9]=[CH:10][CH:11]=[C:12]([O:13][C:14]3[C:23]4[C:18](=[CH:19][CH:20]=[CH:21][CH:22]=4)[C:17]([NH2:24])=[CH:16][CH:15]=3)[C:4]=2[N:3]=1.[F:25][C:26]1[CH:31]=[CH:30][C:29]([C:32]([F:35])([F:34])[F:33])=[CH:28][C:27]=1[N:36]=[C:37]=[O:38]>>[NH2:1][C:2]1[C:7](=[O:8])[NH:6][C:5]2[N:9]=[CH:10][CH:11]=[C:12]([O:13][C:14]3[C:23]4[C:18](=[CH:19][CH:20]=[CH:21][CH:22]=4)[C:17]([NH:24][C:37]([NH:36][C:27]4[CH:28]=[C:29]([C:32]([F:33])([F:35])[F:34])[CH:30]=[CH:31][C:26]=4[F:25])=[O:38])=[CH:16][CH:15]=3)[C:4]=2[N:3]=1. Reported procedure: Method F2 was used with 2-amino-8-(4-aminonaphthalen-1-yloxy)pyrido[2,3-b]pyrazin-3(4H)-one and 1-fluoro-2-isocyanato-4-(trifluoromethyl)benzene to afford the title compound as a slightly pink solid (73 mg, 89%). The reactants are C(C1=CC=CC=C1)OC(=O)N1[C@@H](C[C@@H](C1)F)C(=NO)N (Benzyl-(2S,4S)-2-[amino(hydroxyimino)methyl]-4-fluoropyrrolidine-1-carboxylate), COC(=O)C#CC(=O)OC (dimethylacetylene dicarboxylate). Solvent: C(Cl)(Cl)Cl (chloroform). Yields the product COC(C(=CC(=O)OC)ON=C([C@H]1N(C[C@H](C1)F)C(=O)OCC1=CC=CC=C1)N)=O (Dimethyl-2-{[(amino-{(2S,4S)-1-[(benzyloxy)carbonyl]-4-fluoropyrrolidin-2-yl}methylidene)amino]oxy}but-2-enedioate). RXN SMILES: [CH2:1]([O:8][C:9]([N:11]1[CH2:15][C@@H:14]([F:16])[CH2:13][C@H:12]1[C:17]([NH2:20])=[N:18][OH:19])=[O:10])[C:2]1[CH:7]=[CH:6][CH:5]=[CH:4][CH:3]=1.[CH3:21][O:22][C:23]([C:25]#[C:26][C:27]([O:29][CH3:30])=[O:28])=[O:24]>C(Cl)(Cl)Cl>[CH3:21][O:22][C:23](=[O:24])[C:25]([O:19][N:18]=[C:17]([NH2:20])[C@@H:12]1[CH2:13][C@H:14]([F:16])[CH2:15][N:11]1[C:9]([O:8][CH2:1][C:2]1[CH:3]=[CH:4][CH:5]=[CH:6][CH:7]=1)=[O:10])=[CH:26][C:27]([O:29][CH3:30])=[O:28]. Reported procedure: Benzyl-(2S,4S)-2-[amino(hydroxyimino)methyl]-4-fluoropyrrolidine-1-carboxylate in chloroform was treated with dimethylacetylene dicarboxylate for 3 hours at 60° C. The chloroform was then concentrated to give the title compound as a 8:2 mixture of isomers. Reactants: C(C(=C)C)(=O)O (methacrylic acid), O1CCC=C1 (2,3-dihydrofuran). The solvent is ClCCl (dichloromethane), ClCCl (dichloromethane). Reaction conditions: time 14 hour. The product is C(C(=C)C)(=O)OC1OCCC1 (tetrahydrofuran-2-yl methacrylate). Isolated yield 34.0%. Reaction SMILES: [C:1]([OH:6])(=[O:5])[C:2]([CH3:4])=[CH2:3].[O:7]1[CH:11]=[CH:10][CH2:9][CH2:8]1>ClCCl>[C:1]([O:6][CH:8]1[CH2:9][CH2:10][CH2:11][O:7]1)(=[O:5])[C:2]([CH3:4])=[CH2:3]. Procedure details: To a solution of 10 g methacrylic acid in 10 ml dichloromethane was added a solution of 9.28 ml 2,3-dihydrofuran in 30 ml dichloromethane. The reaction was allowed to stir for 14 hr at room temperature. The mixture was washed with a saturated solution of sodium bicarbonate. The organic layer was dried with MgO/MgSO4 and concentrated in vacuo. The residue was distilled at 38° C./0.3 torr, to give 6.2 g (34% yield) of tetrahydrofuran-2-yl methacrylate. A solution of 6.0 g tetrahydrofuran-2-yl meth...